This data is from the Open Reaction Database (ORD), a public repository of structured organic reaction records. The task is: describe an organic reaction: reactants, conditions, products, and yield Reactants: NC1=NC(=C(C(=C1C(=O)O)C)C1=CC=CC=C1)C (2-Amino-4,6-dimethyl-5-phenyl-3-pyridinecarboxylic acid). The reagents and catalysts are [Cu] (copper). Run in N1=CC=CC2=CC=CC=C12 (quinoline). Yields the product CC1=CC(=NC(=C1C1=CC=CC=C1)C)N (4,6-DIMETHYL-5-PHENYL-2-PYRIDYLAMINE). RXN SMILES: [NH2:1][C:2]1[C:7](C(O)=O)=[C:6]([CH3:11])[C:5]([C:12]2[CH:17]=[CH:16][CH:15]=[CH:14][CH:13]=2)=[C:4]([CH3:18])[N:3]=1>N1C2C(=CC=CC=2)C=CC=1.[Cu]>[CH3:11][C:6]1[C:5]([C:12]2[CH:17]=[CH:16][CH:15]=[CH:14][CH:13]=2)=[C:4]([CH3:18])[N:3]=[C:2]([NH2:1])[CH:7]=1. Procedure: 2-Amino-4,6-dimethyl-5-phenyl-3-pyridinecarboxylic acid (6.1 grams) and copper powder (1.0 gram) were heated in 50 ml quinoline at 270°-290° C. for approximately 3 hours. The entire reaction mixture was then chromatographed over 600 ml of Grace 923 silica gel with ether followed by ethyl acetate, yield 3.0 grams of dried product, m.p. 105°-112° C. Reactants: CO (Methanol), C(C)(C)(C)C1CCC(CC1)OC=1C=C2C=CC(=CC2=CC1)CN1CCC(CC1)(C(=O)O)CC (1-[6-(4-tert-Butyl-cyclohexyloxy)-naphthalen-2-ylmethyl]-4-ethyl-piperidine-4-carboxylic acid), C([O-])([O-])=O (carbonate), C(C)(=O)O (Acetic acid), N1CCC(CCC1)C(=O)O (Perhydro-azepine-4-carboxylic acid), solid, C(C)(C)(C)C1CCC(CC1)OC=1C=C2C=CC(=CC2=CC1)C=O (6-(4-tert-Butyl-cyclohexyloxy)-naphthalene-2-carbaldehyde). The product is C(C)(C)(C)C1CCC(CC1)OC=1C=C2C=CC(=CC2=CC1)CN1CCC(CCC1)C(=O)O (1-[6-(4-tert-Butyl-cyclohexyloxy)-naphthalen-2-ylmethyl]-perhydro-azepine-4-carboxylic acid). Isolated yield 24.0%. As a reaction SMILES: [C:1]([CH:5]1[CH2:10][CH2:9][CH:8]([O:11][C:12]2[CH:13]=[C:14]3[C:19](=[CH:20][CH:21]=2)[CH:18]=[C:17]([CH2:22][N:23]2[CH2:28][CH2:27][C:26]([CH2:32]C)([C:29]([OH:31])=[O:30])[CH2:25][CH2:24]2)[CH:16]=[CH:15]3)[CH2:7][CH2:6]1)([CH3:4])([CH3:3])[CH3:2].N1CCCC(C(O)=O)CC1.C(=O)([O-])[O-].CO.C(C1CCC(OC2C=C3C(=CC=2)C=C(C=O)C=C3)CC1)(C)(C)C.C(O)(=O)C>>[C:1]([CH:5]1[CH2:10][CH2:9][CH:8]([O:11][C:12]2[CH:13]=[C:14]3[C:19](=[CH:20][CH:21]=2)[CH:18]=[C:17]([CH2:22][N:23]2[CH2:24][CH2:25][CH2:32][CH:26]([C:29]([OH:31])=[O:30])[CH2:27][CH2:28]2)[CH:16]=[CH:15]3)[CH2:7][CH2:6]1)([CH3:3])([CH3:4])[CH3:2]. Reported procedure: The compound was prepared in a manner similar as to that described for 1-[6-(4-tert-Butyl-cyclohexyloxy)-naphthalen-2-ylmethyl]-4-ethyl-piperidine-4-carboxylic acid using Perhydro-azepine-4-carboxylic acid (0.138 g, 0.967 mmol) HCl, 250 mg solid supported carbonate resin (1.34 mmol/g), Methanol (1.6 mL, 4.0E1 mmol), 6-(4-tert-Butyl-cyclohexyloxy)-naphthalene-2-carbaldehyde (0.250 g, 0.805 mmol) and Acetic acid (0.16 mL, 2.8 mmol) to give 86 mg the title compound as a white solid (24%). ESI-LCMS ... Starting materials: C1(=CC=C(C=C1)S(=O)(=O)[O-])C.[NH+]1=CC=CC=C1 (pyridinium p-toluenesulfonate), C(CC#C)O (3-Butyn-1-ol), C(=C)OCC (ethyl vinyl ether). Reagents/catalysts: C1(=CC=C(C=C1)S(=O)(=O)[O-])C.[NH+]1=CC=CC=C1 (pyridinium p-toluenesulfonate). Run in C(Cl)Cl (methylene chloride). Conditions: time 2 hour. The product is C(C)OC(C)OCCC#C (4-(1-ethoxyethoxy)-1-butyne). Isolated yield 85.4%. As a reaction SMILES: [CH2:1]([OH:5])[CH2:2][C:3]#[CH:4].[CH:6]([O:8][CH2:9][CH3:10])=[CH2:7].C1(C)C=CC(S([O-])(=O)=O)=CC=1.[NH+]1C=CC=CC=1>C(Cl)Cl.C1(C)C=CC(S([O-])(=O)=O)=CC=1.[NH+]1C=CC=CC=1>[CH2:6]([O:8][CH:9]([O:5][CH2:1][CH2:2][C:3]#[CH:4])[CH3:10])[CH3:7] |f:2.3,5.6|. Reported procedure: 3-Butyn-1-ol (46.33 g, 0.661 mole) in methylene chloride (700 mL) was treated with ethyl vinyl ether (0.661 mole, 63.2 mL) and pyridinium p-toluenesulfonate (0.033, 8.31 g) (note: upon addition of pyridinium p-toluenesulfonate an exothermic reaction takes place). After stirring 2 hours, the reaction mixture was concentrated and filtered through a pad of silica gel (ethyl acetate:hexane, 1:1) to provide the title compound as a colorless liquid (80.29 g, 85.5%). The reactants are C(\C=C/C1=CC=CC=C1)(=O)OC (methyl (Z)-cinnamate), COCN(C[Si](C)(C)C)CC1=CC=CC=C1 (N-(methoxymethyl)-N-(trimethylsilylmethyl)-benzylamine). Reagents/catalysts: FC(C(=O)O)(F)F (trifluoroacetic acid). Solvent: C(Cl)Cl (CH2Cl2). Run at time 1 hour. Product: C1(=CC=CC=C1)CN1CC(C(C1)C1=CC=CC=C1)C(=O)OC (1-Phenylmethyl-3-(SR)-carbomethoxy-4-(SR)-phenylpyrrolidine). Yield: 72.4%. As a reaction SMILES: [C:1]([O:11][CH3:12])(=[O:10])/[CH:2]=[CH:3]\[C:4]1[CH:9]=[CH:8][CH:7]=[CH:6][CH:5]=1.CO[CH2:15][N:16]([CH2:22][C:23]1[CH:28]=[CH:27][CH:26]=[CH:25][CH:24]=1)[CH2:17][Si](C)(C)C>C(Cl)Cl.FC(F)(F)C(O)=O>[C:23]1([CH2:22][N:16]2[CH2:17][CH:3]([C:4]3[CH:5]=[CH:6][CH:7]=[CH:8][CH:9]=3)[CH:2]([C:1]([O:11][CH3:12])=[O:10])[CH2:15]2)[CH:28]=[CH:27][CH:26]=[CH:25][CH:24]=1. Reported procedure: A solution of 1.98 g (12.2 mmol) of methyl (Z)-cinnamate and 5.80 g (24.4 mmol) N-(methoxymethyl)-N-(trimethylsilylmethyl)-benzylamine in 30 mL of CH2Cl2 at 0° C. was treated with 20 drops of trifluoroacetic acid and stirred cold for 1 h. The reaction mixture was partitioned between 200 mL of ether and 100 mL of sat'd NaHCO3 and the layers were separated. The organic layer was washed with 100 mL of sat'd NaCl, dried over MgSO4 and concentrated in vacuo. Flash chromatography on 150 g of silica ge... Reactants: BrC1=CC(=NC(=C1)N)N (4-bromopyridine-2,6-diamine), CN1CCCC1=O (NMP), C1(CCCCC1)N=C=NC1CCCCC1 (N,N′-dicyclohexylcarbodiimide), C(C)(C)(C)OC(=O)N(C(C(=O)O)C)C (2-{[(tert-butoxy)carbonyl](methyl)amino}propanoic acid). The solvent is C(Cl)Cl (DCM), C(Cl)Cl (DCM), C(Cl)Cl (DCM). The product is C(C)(C)(C)OC(N(C)C(C)C(NC1=NC(=CC(=C1)Br)N)=O)=O (tert-butyl-N-{1-[(6-amino-4-bromopyridin-2-yl)carbamoyl]ethyl}-N-methylcarbamate). RXN SMILES: C1(N=C=NC2CCCCC2)CCCCC1.[C:16]([O:20][C:21]([N:23]([CH3:29])[CH:24]([CH3:28])[C:25]([OH:27])=O)=[O:22])([CH3:19])([CH3:18])[CH3:17].[Br:30][C:31]1[CH:36]=[C:35]([NH2:37])[N:34]=[C:33]([NH2:38])[CH:32]=1.CN1C(=O)CCC1>C(Cl)Cl>[C:16]([O:20][C:21](=[O:22])[N:23]([CH:24]([C:25](=[O:27])[NH:38][C:33]1[CH:32]=[C:31]([Br:30])[CH:36]=[C:35]([NH2:37])[N:34]=1)[CH3:28])[CH3:29])([CH3:17])([CH3:18])[CH3:19]. Procedure details: N,N′-dicyclohexylcarbodiimide (24.7 g, 120 mmol) is added slowly to a mixture of 2-{[(tert-butoxy)carbonyl](methyl)amino}propanoic acid (39 g, 192 mmol) in DCM (60 ml) with ice bath cooling. Stirring is continued and the mixture warmed to RT. The mixture is stirred at RT for 30 minutes before 4-bromopyridine-2,6-diamine A (15 g, 80 mmol) in 60 ml DCM and 10 ml NMP is added dropwise. After stirring for 3 days at RT the reaction mixture is diluted with DCM, filtered and extracted with a saturated ...